Task: describe an organic reaction: reactants, conditions, products, and yield. Dataset: the Open Reaction Database (ORD), a public repository of structured organic reaction records The yield is 62.0%. Reaction conditions: time 5 minute. Procedure: (4-Acetamidophenylsulphonyl)nitromethane (obtained as described in J Het. Chem., 1977, 14, 1415) (10.0 g, 38.8 mmol) was added in one portion to a boiling mixture of concentrated hydrochloric acid (20 ml), water (100 ml) and ethanol (40 ml). The mixture was stirred at reflux until a clear solution formed (about 20 minutes) and then for a further 5 mins. The hot reaction mixture was poured into an excess of ice-cold saturated sodium bicarbonate solution and then extracted with ethyl acetate. The ... RXN SMILES: C([NH:4][C:5]1[CH:10]=[CH:9][C:8]([S:11]([CH2:14][N+:15]([O-:17])=[O:16])(=[O:13])=[O:12])=[CH:7][CH:6]=1)(=O)C.Cl.O>C(O)C>[NH2:4][C:5]1[CH:10]=[CH:9][C:8]([S:11]([CH2:14][N+:15]([O-:17])=[O:16])(=[O:13])=[O:12])=[CH:7][CH:6]=1. The reactants are C(C)(=O)NC1=CC=C(C=C1)S(=O)(=O)C[N+](=O)[O-] ((4-Acetamidophenylsulphonyl)nitromethane), Cl (hydrochloric acid), O (water). Run in C(C)O (ethanol). Product: NC1=CC=C(C=C1)S(=O)(=O)C[N+](=O)[O-] ((4 aminophenylsulphonyl)nitromethane). Reactants: O=[N+]([O-])c1ccc(O)c(Br)c1, C1CCOC1, CCOC(C)=O, OCc1cccc(F)c1, CC(C)OC(=O)N=NC(=O)OC(C)C, O, c1ccc(P(c2ccccc2)c2ccccc2)cc1. Yields the product O=[N+]([O-])c1ccc(OCc2cccc(F)c2)c(Br)c1. As a reaction SMILES: [Br:1][c:2]1[c:3]([OH:11])[cH:4][cH:5][c:6]([N+:8](=[O:9])[O-:10])[cH:7]1.[CH2:54]1[O:55][CH2:56][CH2:57][CH2:58]1.[CH3:60][CH2:61][O:62][C:63]([CH3:64])=[O:65].[F:31][c:32]1[cH:33][c:34]([CH2:35][OH:36])[cH:37][cH:38][cH:39]1.[O:40]=[C:41]([O:42][CH:43]([CH3:44])[CH3:45])[N:46]=[N:47][C:48]([O:49][CH:50]([CH3:51])[CH3:52])=[O:53].[OH2:59].[c:12]1([P:13]([c:14]2[cH:15][cH:16][cH:17][cH:18][cH:19]2)[c:20]2[cH:21][cH:22][cH:23][cH:24][cH:25]2)[cH:26][cH:27][cH:28][cH:29][cH:30]1>>[Br:1][c:2]1[c:3]([O:11][CH2:35][c:34]2[cH:33][c:32]([F:31])[cH:39][cH:38][cH:37]2)[cH:4][cH:5][c:6]([N+:8](=[O:9])[O-:10])[cH:7]1.